The task is: describe an organic reaction: reactants, conditions, products, and yield. This data is from the Open Reaction Database (ORD), a public repository of structured organic reaction records. Reactants: CCSC(C)c1c(C)cc(C)c(C)c1O, C1COCCO1, CC(C)(C)[O-], CS(C)=O, COc1cc(Cl)nnc1Cl, [K+], O. Yields the product CCSC(C)c1c(C)cc(C)c(C)c1Oc1nnc(Cl)cc1OC. RXN SMILES: [CH2:1]([CH3:2])[S:3][CH:4]([CH3:5])[c:6]1[c:7]([OH:15])[c:8]([CH3:14])[c:9]([CH3:13])[cH:10][c:11]1[CH3:12].[CH2:33]1[O:34][CH2:35][CH2:36][O:37][CH2:38]1.[CH3:16][C:17]([CH3:18])([O-:19])[CH3:20].[CH3:39][S:40]([CH3:41])=[O:42].[Cl:22][c:23]1[n:24][n:25][c:26]([Cl:31])[cH:27][c:28]1[O:29][CH3:30].[K+:21].[OH2:32]>>[CH2:1]([CH3:2])[S:3][CH:4]([CH3:5])[c:6]1[c:7]([O:15][c:23]2[n:24][n:25][c:26]([Cl:31])[cH:27][c:28]2[O:29][CH3:30])[c:8]([CH3:14])[c:9]([CH3:13])[cH:10][c:11]1[CH3:12]. Starting materials: O=Cc1cccc(C(F)(F)F)c1, NNC(=O)c1cnc(-c2ccccn2)nc1-c1ccncc1. Product: O=C(NN=Cc1cccc(C(F)(F)F)c1)c1cnc(-c2ccccn2)nc1-c1ccncc1. As a reaction SMILES: [F:23][C:24]([c:25]1[cH:26][c:27]([CH:28]=[O:29])[cH:30][cH:31][cH:32]1)([F:33])[F:34].[n:1]1[cH:2][cH:3][c:4](-[c:7]2[n:8][c:9](-[c:17]3[n:18][cH:19][cH:20][cH:21][cH:22]3)[n:10][cH:11][c:12]2[C:13](=[O:14])[NH:15][NH2:16])[cH:5][cH:6]1>>[n:1]1[cH:2][cH:3][c:4](-[c:7]2[n:8][c:9](-[c:17]3[n:18][cH:19][cH:20][cH:21][cH:22]3)[n:10][cH:11][c:12]2[C:13](=[O:14])[NH:15][N:16]=[CH:28][c:27]2[cH:26][c:25]([C:24]([F:23])([F:33])[F:34])[cH:32][cH:31][cH:30]2)[cH:5][cH:6]1. Reactants: C(=O)(O)[O-].[Na+] (NaHCO3), [Si](C)(C)(C(C)(C)C)OCC(CCCC1=CC=[N+](C=C1)[O-])CO[Si](C)(C)C(C)(C)C (4-[5-(tert-butyldimethylsilanyloxy)-4-(tert-butyldimethylsilanyloxy-methyl)-pentyl]pyridine 1-oxide), [Si](C)(C)(C(C)(C)C)OCC(CCCC1=CC=[N+](C=C1)[O-])CO[Si](C)(C)C(C)(C)C (4-[5-(tert-Butyldimethylsilanyloxy)-4-(tert-butyldimethylsilanyloxymethyl)-pentyl]pyridin-1-oxide), C[Si](C)(C)C#N (trimethylsilyl cyanide), CN(C(=O)Cl)C (N,N-dimethylcarbamoyl chloride). Solvent: C(Cl)(Cl)Cl (chloroform). Reaction conditions: time 12 hour. Yields the product [Si](C)(C)(C(C)(C)C)OCC(CCCC1=CC(=NC=C1)C#N)CO[Si](C)(C)C(C)(C)C (4-[5-(tert-Butyldimethylsilanyloxy)-4-(tert-butyl-dimethylsilanyloxymethyl)-pentyl]pyridine-2-carbonitrile). Yield: 87.0%. Reaction SMILES: [Si:1]([O:8][CH2:9][CH:10]([CH2:21][O:22][Si:23]([C:26]([CH3:29])([CH3:28])[CH3:27])([CH3:25])[CH3:24])[CH2:11][CH2:12][CH2:13][C:14]1[CH:19]=[CH:18][N+:17]([O-])=[CH:16][CH:15]=1)([C:4]([CH3:7])([CH3:6])[CH3:5])([CH3:3])[CH3:2].C[Si]([C:34]#[N:35])(C)C.CN(C)C(Cl)=O.C([O-])(O)=O.[Na+]>C(Cl)(Cl)Cl>[Si:1]([O:8][CH2:9][CH:10]([CH2:21][O:22][Si:23]([C:26]([CH3:29])([CH3:28])[CH3:27])([CH3:25])[CH3:24])[CH2:11][CH2:12][CH2:13][C:14]1[CH:19]=[CH:18][N:17]=[C:16]([C:34]#[N:35])[CH:15]=1)([C:4]([CH3:7])([CH3:6])[CH3:5])([CH3:3])[CH3:2] |f:3.4|. Procedure: To a solution of the crude 4-[5-(tert-butyldimethylsilanyloxy)-4-(tert-butyldimethylsilanyloxy-methyl)-pentyl]pyridine 1-oxide (0.43 g) prepared in (5) in chloroform (5 mL) were added trimethylsilyl cyanide (0.17 mL) and N,N-dimethylcarbamoyl chloride (0.12 mL). The reaction mixture was stirred at RT for 12 hr. Saturated aqueous NaHCO3 was added to the reaction mixture and the mixture was extracted with chloroform. The organic layer was dried over Na2SO4. The solvent was removed under reduced pr... Starting materials: COc1ccc(CN2C(=O)NC3(CCN(C(=O)OC(C)(C)C)CC3)C2=O)cc1, [H-], CI, [Na+], CN(C)C=O. Yields the product COc1ccc(CN2C(=O)N(C)C3(CCN(C(=O)OC(C)(C)C)CC3)C2=O)cc1. RXN SMILES: [C:1]([CH3:2])([CH3:3])([CH3:4])[O:5][C:6](=[O:7])[N:8]1[CH2:9][CH2:10][C:11]2([C:12](=[O:26])[N:13]([CH2:17][c:18]3[cH:19][cH:20][c:21]([O:24][CH3:25])[cH:22][cH:23]3)[C:14](=[O:16])[NH:15]2)[CH2:27][CH2:28]1.[H-:29].[I:31][CH3:32].[Na+:30].[O:33]=[CH:34][N:35]([CH3:36])[CH3:37]>>[C:1]([CH3:2])([CH3:3])([CH3:4])[O:5][C:6](=[O:7])[N:8]1[CH2:9][CH2:10][C:11]2([C:12](=[O:26])[N:13]([CH2:17][c:18]3[cH:19][cH:20][c:21]([O:24][CH3:25])[cH:22][cH:23]3)[C:14](=[O:16])[N:15]2[CH3:32])[CH2:27][CH2:28]1.